This data is from the Open Reaction Database (ORD), a public repository of structured organic reaction records. The task is: describe an organic reaction: reactants, conditions, products, and yield Starting materials: C(CCCCCCCCCCCCCCCCCCCCC)(=O)O (behenic acid), [OH-].C(C)[N+](CC)(CC)CC (tetraethylammonium hydroxide), [OH-].C(C)[N+](CC)(CC)CC (tetraethylammonium hydroxide). The solvent is O (water). Run at temperature 70 celsius. The product is C(CCCCCCCCCCCCCCCCCCCCC)(=O)[O-].C(C)[N+](CC)(CC)CC (Tetraethylammonium Behenate). As a reaction SMILES: [C:1]([OH:24])(=[O:23])[CH2:2][CH2:3][CH2:4][CH2:5][CH2:6][CH2:7][CH2:8][CH2:9][CH2:10][CH2:11][CH2:12][CH2:13][CH2:14][CH2:15][CH2:16][CH2:17][CH2:18][CH2:19][CH2:20][CH2:21][CH3:22].[OH-].[CH2:26]([N+:28]([CH2:33][CH3:34])([CH2:31][CH3:32])[CH2:29][CH3:30])[CH3:27]>O>[C:1]([O-:24])(=[O:23])[CH2:2][CH2:3][CH2:4][CH2:5][CH2:6][CH2:7][CH2:8][CH2:9][CH2:10][CH2:11][CH2:12][CH2:13][CH2:14][CH2:15][CH2:16][CH2:17][CH2:18][CH2:19][CH2:20][CH2:21][CH3:22].[CH2:26]([N+:28]([CH2:33][CH3:34])([CH2:31][CH3:32])[CH2:29][CH3:30])[CH3:27] |f:1.2,4.5|. Reported procedure: A mixture of 100 g water, 8.95 g of behenic acid (20 mmole), and 8.0 g of a 35 weight % solution of tetraethylammonium hydroxide was heated to 70° C. with stirring. Then an additional 0.16 g of the tetraethylammonium hydroxide solution was added to adjust the pH to 8.3 (˜20 mmole total). The resulting opalescent solution was freeze dried to yield a white free-flowing powder. Yield: 81.9%. Yields the product CC(C)(C)OC(=O)N(N(C(=O)OC(C)(C)C)C1=NC(=NC(=C1F)N1[C@@H](CN(CC1)C)C)Cl)C(=O)OC(C)(C)C (tris(1,1-dimethylethyl)2-{2-chloro-6-[(2R)-2,4-dimethyl-1-piperazinyl]-5-fluoro-4-pyrimidinyl}-1,1,2-hydrazinetricarboxylate). Reaction SMILES: Cl.Cl.[CH3:3][N:4]1[CH2:9][CH2:8][NH:7][C@H:6]([CH3:10])[CH2:5]1.[CH3:11][C:12]([O:15][C:16]([N:18]([C:36]([O:38][C:39]([CH3:42])([CH3:41])[CH3:40])=[O:37])[N:19]([C:27]1[C:32]([F:33])=[C:31](Cl)[N:30]=[C:29]([Cl:35])[N:28]=1)[C:20]([O:22][C:23]([CH3:26])([CH3:25])[CH3:24])=[O:21])=[O:17])([CH3:14])[CH3:13].C(N(CC)C(C)C)(C)C>CN(C=O)C.CCOCC>[CH3:14][C:12]([O:15][C:16]([N:18]([C:36]([O:38][C:39]([CH3:42])([CH3:41])[CH3:40])=[O:37])[N:19]([C:27]1[C:32]([F:33])=[C:31]([N:7]2[CH2:8][CH2:9][N:4]([CH3:3])[CH2:5][C@H:6]2[CH3:10])[N:30]=[C:29]([Cl:35])[N:28]=1)[C:20]([O:22][C:23]([CH3:24])([CH3:25])[CH3:26])=[O:21])=[O:17])([CH3:11])[CH3:13] |f:0.1.2|. Starting materials: Cl.Cl.CN1C[C@H](NCC1)C ((3R)-1,3-dimethylpiperazine dihydrochloride), CC(C)(C)OC(=O)N(N(C(=O)OC(C)(C)C)C1=NC(=NC(=C1F)Cl)Cl)C(=O)OC(C)(C)C (tris(1,1-dimethylethyl)2-(2,6-dichloro-5-fluoro-4-pyrimidinyl)-1,1,2-hydrazinetricarboxylate), C(C)(C)N(C(C)C)CC (N,N-diisopropylethylamine). Solvent: CCOCC (Et2O), CN(C)C=O (DMF). Reaction conditions: temperature 0 celsius. Procedure details: To (3R)-1,3-dimethylpiperazine dihydrochloride (102.22 g, 546.3 mmol) was added a solution of tris(1,1-dimethylethyl)2-(2,6-dichloro-5-fluoro-4-pyrimidinyl)-1,1,2-hydrazinetricarboxylate (271.71 g, 546.3 mmol) in DMF (900 mL). The mixture was cooled to 0° C., and N,N-diisopropylethylamine (295 mL, 1694 mmol) was added. The solution was stirred and warmed to room temperature overnight. The solution was then diluted with Et2O (1000 mL) and washed with water (1000 mL). The aqueous phase was extract... Reactants: OC(=O)CCCC[C@@H]1SC[C@@H]2NC(=O)N[C@H]12 (D-biotin), CN1CCOCC1 (N-methylmorpholine), ClC(=O)OCC(C)C (isobutyl chloroformate), NC=1C=C(C(=O)C2=CC=CC=C2)C=CC1 (3-aminobenzophenone), CN1CCOCC1 (N-methylmorpholine). Solvent: CN(C)C=O (DMF), CN(C)C=O (DMF). Conditions: temperature 0 celsius, time 30 minute. The product is C(C1=CC=CC=C1)(=O)C=1C=CC=CC1 (meta-benzophenone). The yield is 112.6%. RXN SMILES: OC(CCCC[C@H]1[C@@H]2[C@@H](NC(N2)=O)CS1)=O.CN1CCOCC1.ClC(OCC(C)C)=O.N[C:33]1[CH:34]=[C:35]([CH:44]=[CH:45][CH:46]=1)[C:36]([C:38]1[CH:43]=[CH:42][CH:41]=[CH:40][CH:39]=1)=[O:37]>CN(C=O)C>[C:36]([C:38]1[CH:39]=[CH:40][CH:41]=[CH:42][CH:43]=1)(=[O:37])[C:35]1[CH:44]=[CH:45][CH:46]=[CH:33][CH:34]=1. Procedure: The D-biotin (50 mg, 2.05 mmol) is solubilized in 23 ml of anhydrous DMF in the hot state. The mixture is cooled to 0° C. under argon, and then N-methylmorpholine (295 μl, 2.67 mmol) and isobutyl chloroformate (420 μl, 3.28 mmol) are successively added. The mixture is kept stirred for 30 min, and then 3-aminobenzophenone (605 mg, 3.07 mmol) and N-methylmorpholine (240 μl, 2.17 mmol) in 7 ml of DMF are added. The solution is maintained stirred at 0° C. for 2 h, and then evaporated to dryness. The...